Dataset: the Open Reaction Database (ORD), a public repository of structured organic reaction records. Task: describe an organic reaction: reactants, conditions, products, and yield Reactants: O=C1c2ccccc2C(=O)N1CCBr, C1CCC2=NCCCN2CC1, CNC(=O)c1c(-c2ccc(F)cc2)oc2ccc(-c3cc(C(=O)NCC(C)C)ccc3O)cc12, CN(C)C=O. The product is CNC(=O)c1c(-c2ccc(F)cc2)oc2ccc(-c3cc(C(=O)NCC(C)C)ccc3OCCN3C(=O)c4ccccc4C3=O)cc12. Reaction SMILES: [Br:35][CH2:36][CH2:37][N:38]1[C:39](=[O:48])[c:40]2[cH:41][cH:42][cH:43][cH:44][c:45]2[C:46]1=[O:47].[CH2:49]1[CH2:50][CH2:51][C:52]2=[N:57][CH2:56][CH2:55][CH2:54][N:53]2[CH2:58][CH2:59]1.[F:1][c:2]1[cH:3][cH:4][c:5](-[c:8]2[o:9][c:10]3[c:11]([c:12]2[C:13](=[O:14])[NH:15][CH3:16])[cH:17][c:18](-[c:21]2[c:22]([OH:34])[cH:23][cH:24][c:25]([C:27]([NH:28][CH2:29][CH:30]([CH3:31])[CH3:32])=[O:33])[cH:26]2)[cH:19][cH:20]3)[cH:6][cH:7]1.[O:60]=[CH:61][N:62]([CH3:63])[CH3:64]>>[F:1][c:2]1[cH:3][cH:4][c:5](-[c:8]2[o:9][c:10]3[c:11]([c:12]2[C:13](=[O:14])[NH:15][CH3:16])[cH:17][c:18](-[c:21]2[c:22]([O:34][CH2:36][CH2:37][N:38]4[C:39](=[O:48])[c:40]5[cH:41][cH:42][cH:43][cH:44][c:45]5[C:46]4=[O:47])[cH:23][cH:24][c:25]([C:27]([NH:28][CH2:29][CH:30]([CH3:31])[CH3:32])=[O:33])[cH:26]2)[cH:19][cH:20]3)[cH:6][cH:7]1. Starting materials: IC1=CN(C=2C1=NC(=CC2)C(=O)OC)S(=O)(=O)C2=CC=C(C=C2)C (methyl 3-iodo-1-((4-methylphenyl)sulfonyl)-1H-pyrrolo[3,2-b]pyridine-5-carboxylate), COC=1C=C(C=NC1)B1OC(C)(C)C(C)(C)O1 (5-methoxy-3-pyridineboronic acid pinacol ester), [O-]P(=O)([O-])[O-].[K+].[K+].[K+] (K3PO4), Cl (HCl). Solvent: CC(C)O (i-PrOH), O (H2O). Reaction conditions: temperature 100 celsius. The product is COC=1C=C(C=NC1)C1=CN(C=2C1=NC(=CC2)C(=O)OC)S(=O)(=O)C2=CC=C(C=C2)C (methyl 3-(5-methoxy-3-pyridinyl)-1-((4-methylphenyl)sulfonyl)-1H-pyrrolo[3,2-b]pyridine-5-carboxylate). Isolated yield 59.1%. RXN SMILES: I[C:2]1[C:6]2=[N:7][C:8]([C:11]([O:13][CH3:14])=[O:12])=[CH:9][CH:10]=[C:5]2[N:4]([S:15]([C:18]2[CH:23]=[CH:22][C:21]([CH3:24])=[CH:20][CH:19]=2)(=[O:17])=[O:16])[CH:3]=1.[CH3:25][O:26][C:27]1[CH:28]=[C:29](B2OC(C)(C)C(C)(C)O2)[CH:30]=[N:31][CH:32]=1.[O-]P([O-])([O-])=O.[K+].[K+].[K+].Cl>CC(O)C.O>[CH3:25][O:26][C:27]1[CH:28]=[C:29]([C:2]2[C:6]3=[N:7][C:8]([C:11]([O:13][CH3:14])=[O:12])=[CH:9][CH:10]=[C:5]3[N:4]([S:15]([C:18]3[CH:23]=[CH:22][C:21]([CH3:24])=[CH:20][CH:19]=3)(=[O:17])=[O:16])[CH:3]=2)[CH:30]=[N:31][CH:32]=1 |f:2.3.4.5|. Procedure: A glass microwave reaction vessel was charged with methyl 3-iodo-1-((4-methylphenyl)sulfonyl)-1H-pyrrolo[3,2-b]pyridine-5-carboxylate (0.300 g, 0.658 mmol), 5-methoxy-3-pyridineboronic acid pinacol ester (0.216 g, 0.921 mmol, Sigma-Aldrich), and K3PO4 (0.419 g, 1.973 mmol) in 70% i-PrOH in H2O (3.30 mL). The reaction was stirred and heated in an Initiator microwave reactor (Personal Chemistry, Biotage AB, Inc., Uppsala, Sweden) at 100° C. for 10 min. 2 M HCl (aq.) was added and the mixture was e... Starting materials: CCO, Cl, O=C(c1ccc(F)cc1)c1cccc2nc(NC3CCc4ccccc43)ccc12, NO, [Na+], [Na+], O=C([O-])[O-], O. Product: ON=C(c1ccc(F)cc1)c1cccc2nc(NC3CCc4ccccc43)ccc12. As a reaction SMILES: [CH3:40][CH2:41][OH:42].[ClH:30].[F:1][c:2]1[cH:3][cH:4][c:5]([C:8](=[O:9])[c:10]2[c:11]3[cH:12][cH:13][c:14]([NH:20][CH:21]4[CH2:22][CH2:23][c:24]5[cH:25][cH:26][cH:27][cH:28][c:29]54)[n:15][c:16]3[cH:17][cH:18][cH:19]2)[cH:6][cH:7]1.[NH2:31][OH:32].[Na+:33].[Na+:34].[O-:35][C:36](=[O:37])[O-:38].[OH2:39]>>[F:1][c:2]1[cH:3][cH:4][c:5]([C:8]([c:10]2[c:11]3[cH:12][cH:13][c:14]([NH:20][CH:21]4[CH2:22][CH2:23][c:24]5[cH:25][cH:26][cH:27][cH:28][c:29]54)[n:15][c:16]3[cH:17][cH:18][cH:19]2)=[N:31][OH:32])[cH:6][cH:7]1. Reactants: C(=C)C=1C=C(N)C=CC1 (3-vinylaniline), FC=1C=C(C=CC1)NC1=NC=C(C(=N1)NCCC)I (N2-(3-fluorophenyl)-5-iodo-N4-propylpyrimidine-2,4-diamine). Conditions: time 1 hour. Solvent: C(C)#N (acetonitrile), C(C)N(CC)CC (triethylamine). Product: NC=1C=C(/C=C/C=2C(=NC(=NC2)NC2=CC(=CC=C2)F)NCCC)C=CC1 ((E)-5-(3-aminostyryl)-N2-(3-fluorophenyl)-N4-propylpyrimidine-2,4-diamine). Reported procedure: To a solution of 3-vinylaniline (19 μL), N2-(3-fluorophenyl)-5-iodo-N4-propylpyrimidine-2,4-diamine (F2, 51 mg) and palladium(II) acetate (3 mg) in acetonitrile (1.5 mL), triethylamine (68 μL) was added at room temperature, and the mixture was stirred at the same temperature for 1 hour, and then stirred at 80° C. for 14 hours. The reaction mixture was cooled to room temperature, and then the solvent was evaporated under reduced pressure. The obtained residue was purified by silica gel column chr... Reaction SMILES: [CH:1]([C:3]1[CH:4]=[C:5]([CH:7]=[CH:8][CH:9]=1)[NH2:6])=[CH2:2].[F:10][C:11]1[CH:12]=[C:13]([NH:17][C:18]2[N:23]=[C:22]([NH:24][CH2:25][CH2:26][CH3:27])[C:21](I)=[CH:20][N:19]=2)[CH:14]=[CH:15][CH:16]=1>C(#N)C.C(N(CC)CC)C.C([O-])(=O)C.[Pd+2].C([O-])(=O)C>[NH2:6][C:5]1[CH:4]=[C:3]([CH:9]=[CH:8][CH:7]=1)/[CH:1]=[CH:2]/[C:21]1[C:22]([NH:24][CH2:25][CH2:26][CH3:27])=[N:23][C:18]([NH:17][C:13]2[CH:14]=[CH:15][CH:16]=[C:11]([F:10])[CH:12]=2)=[N:19][CH:20]=1 |f:4.5.6|. The reagents and catalysts are C(C)(=O)[O-].[Pd+2].C(C)(=O)[O-] (palladium(II) acetate). The reactants are 1-L, O=C1CCN(CC1)C(=O)OCC1=CC=CC=C1 (benzyl 4-oxo-1-piperidinecarboxylate), ClCCl (dichloromethane), COCCN(CCOC)S(F)(F)F ([bis(2-methoxyethyl)amino]sulfur trifluoride), C([O-])(O)=O.[Na+] (sodium bicarbonate). The solvent is O (water). The product is FC1CCN(CC1)C(=O)OCC1=CC=CC=C1 (Benzyl 4-fluoro-1-piperidinecarboxylate). As a reaction SMILES: O=[C:2]1[CH2:7][CH2:6][N:5]([C:8]([O:10][CH2:11][C:12]2[CH:17]=[CH:16][CH:15]=[CH:14][CH:13]=2)=[O:9])[CH2:4][CH2:3]1.ClCCl.COCCN(S(F)(F)[F:31])CCOC.C(=O)(O)[O-].[Na+]>O>[F:31][CH:2]1[CH2:7][CH2:6][N:5]([C:8]([O:10][CH2:11][C:12]2[CH:17]=[CH:16][CH:15]=[CH:14][CH:13]=2)=[O:9])[CH2:4][CH2:3]1 |f:3.4|. Procedure details: A 1-L, round bottom flask was charged with 12.64 g (51.4 mmol) of benzyl 4-oxo-1-piperidinecarboxylate and 300 mL of dichloromethane. To the stirring solution at −78° C. was added 19 mL (102.8 mmol) of [bis(2-methoxyethyl)amino]sulfur trifluoride via addition funnel over a period of about 1 h. The reaction mixture was allowed to warm slowly to ambient temperature overnight. The reaction mixture was added portionwise with caution to a large extractor containing water and saturated aqueous sodium ... The reactants are COCCO, ClC1c2ccccc2CC2N=C(c3ccccc3)OC21, O. Product: OC1c2ccccc2CC2N=C(c3ccccc3)OC21. Reaction SMILES: [CH3:21][O:22][CH2:23][CH2:24][OH:25].[Cl:1][CH:2]1[c:3]2[cH:4][cH:5][cH:6][cH:7][c:8]2[CH2:9][CH:10]2[N:11]=[C:12]([c:15]3[cH:16][cH:17][cH:18][cH:19][cH:20]3)[O:13][CH:14]12.[OH2:26]>>[CH:2]1([OH:22])[c:3]2[cH:4][cH:5][cH:6][cH:7][c:8]2[CH2:9][CH:10]2[N:11]=[C:12]([c:15]3[cH:16][cH:17][cH:18][cH:19][cH:20]3)[O:13][CH:14]12. Starting materials: COC(=O)CCCCN1C(=C(C2=CC=CC=C12)C)N1C=NC=C1 (1-(4-methoxycarbonylbutyl)-3-methyl-2-(1-imidazolyl)indole), N (ammonia). Solvent: C(CCC)O (n-butanol). Product: C(N)(=O)CCCCN1C(=C(C2=CC=CC=C12)C)N1C=NC=C1 (1-[4-carbamoylbutyl]-3-methyl-2-(1-imidazolyl)indole). Reaction SMILES: C[O:2][C:3]([CH2:5][CH2:6][CH2:7][CH2:8][N:9]1[C:17]2[C:12](=[CH:13][CH:14]=[CH:15][CH:16]=2)[C:11]([CH3:18])=[C:10]1[N:19]1[CH:23]=[CH:22][N:21]=[CH:20]1)=O.[NH3:24]>C(O)CCC>[C:3]([CH2:5][CH2:6][CH2:7][CH2:8][N:9]1[C:17]2[C:12](=[CH:13][CH:14]=[CH:15][CH:16]=2)[C:11]([CH3:18])=[C:10]1[N:19]1[CH:23]=[CH:22][N:21]=[CH:20]1)(=[O:2])[NH2:24]. Procedure: A solution of 4 g of 1-(4-methoxycarbonylbutyl)-3-methyl-2-(1-imidazolyl)indole in 40 ml of n-butanol is saturated with ammonia and heated on a steam bath in a pressure bottle for 3 days. The reaction mixture is evaporated to dryness and the product is crystallized to yield the 1-[4-carbamoylbutyl]-3-methyl-2-(1-imidazolyl)indole.